This data is from the Open Reaction Database (ORD), a public repository of structured organic reaction records. The task is: describe an organic reaction: reactants, conditions, products, and yield Reactants: Br, Cl, [Cu], O=N[O-], Nc1ncc[nH]1, [Na+], O=S=O. Product: O=S(=O)(Cl)c1ncc[nH]1. As a reaction SMILES: [BrH:11].[ClH:15].[Cu:16].[N:7]([O-:8])=[O:9].[NH2:1][c:2]1[nH:3][cH:4][cH:5][n:6]1.[Na+:10].[O:12]=[S:13]=[O:14]>>[c:2]1([S:13](=[O:12])(=[O:14])[Cl:15])[n:3][cH:4][cH:5][nH:6]1. The reactants are Cl.CN(CCCN=C=NCC)C (1-(3-dimethylaminopropyl)-3-ethylcarbodiimide hydrochloride), ON1N=NC2=C1C=CC=C2 (1-hydroxybenzotriazole), C1(=CC=CC=C1)C(CCOC(=O)C1=C(NC(=C(C1C1=CC(=CC=C1)Cl)C(=O)[O-])C)C)C1=CC=CC=C1 (mono(3,3-diphenylpropane-1-yl)4-(3-chlorophenyl)-2,6-dimethyl-1,4-dihydropyridine-3,5-dicarboxylate), hexamethyleneimine. Run in ClCCl (dichloromethane), ClCCl (dichloromethane). Product: C1(=CC=CC=C1)C(CCOC(=O)C1=C(NC(=C(C1C1=CC(=CC=C1)Cl)C(=O)N1CCCCCC1)C)C)C1=CC=CC=C1 ((3,3-diphenylpropane-1-yl)5-(azepane-1-carbonyl)-4-(3-chlorophenyl)-2,6-dimethyl-1,4-dihydropyridine-3-carboxylate). Run at time 8 hour. Reported procedure: 152 mg (0.303 mmol) of mono(3,3-diphenylpropane-1-yl)4-(3-chlorophenyl)-2,6-dimethyl-1,4-dihydropyridine-3,5-dicarboxylate and 45.0 mg (0.454 mmol) of hexamethyleneimine were dissolved in 20 ml of dichloromethane. 87.1 mg (0.454 mmol) of 1-(3-dimethylaminopropyl)-3-ethylcarbodiimide hydrochloride and 46.4 mg (0.303 mmol) of 1-hydroxybenzotriazole were added to the obtained solution, and they were stirred at room temperature overnight. The reaction mixture was diluted with dichloromethane and the... RXN SMILES: [C:1]1([CH:7]([C:31]2[CH:36]=[CH:35][CH:34]=[CH:33][CH:32]=2)[CH2:8][CH2:9][O:10][C:11]([C:13]2[CH:18]([C:19]3[CH:24]=[CH:23][CH:22]=[C:21](Cl)[CH:20]=3)[C:17]([C:26]([O-])=[O:27])=[C:16]([CH3:29])[NH:15][C:14]=2[CH3:30])=[O:12])[CH:6]=[CH:5][CH:4]=[CH:3][CH:2]=1.[ClH:37].CN(C)CCCN=C=NCC.O[N:50]1[C:54]2[CH:55]=[CH:56][CH:57]=[CH:58][C:53]=2N=N1>ClCCl>[C:1]1([CH:7]([C:31]2[CH:36]=[CH:35][CH:34]=[CH:33][CH:32]=2)[CH2:8][CH2:9][O:10][C:11]([C:13]2[CH:18]([C:19]3[CH:24]=[CH:23][CH:22]=[C:21]([Cl:37])[CH:20]=3)[C:17]([C:26]([N:50]3[CH2:55][CH2:56][CH2:57][CH2:58][CH2:53][CH2:54]3)=[O:27])=[C:16]([CH3:29])[NH:15][C:14]=2[CH3:30])=[O:12])[CH:6]=[CH:5][CH:4]=[CH:3][CH:2]=1 |f:1.2|. Starting materials: CS(=O)(=O)O[C@@H]1CN(CC1)C(=O)OCC1=CC=C(C=C1)[N+](=O)[O-] ((3S)-3-methanesulfonyloxy-1-(p-nitrobenzyloxycarbonyl)pyrrolidine), [N-]=[N+]=[N-].[Na+] (sodium azide). The solvent is CN(C=O)C (dimethylformamide). Run at temperature 100 celsius, time 3.5 hour. Product: N(=[N+]=[N-])[C@H]1CN(CC1)C(=O)OCC1=CC=C(C=C1)[N+](=O)[O-] ((3R)-3-azido-1-(p-nitrobenzyloxycarbonyl)pyrrolidine). The yield is 102.5%. As a reaction SMILES: CS(O[C@H:6]1[CH2:10][CH2:9][N:8]([C:11]([O:13][CH2:14][C:15]2[CH:20]=[CH:19][C:18]([N+:21]([O-:23])=[O:22])=[CH:17][CH:16]=2)=[O:12])[CH2:7]1)(=O)=O.[N-:24]=[N+:25]=[N-:26].[Na+]>CN(C)C=O>[N:24]([C@@H:6]1[CH2:10][CH2:9][N:8]([C:11]([O:13][CH2:14][C:15]2[CH:20]=[CH:19][C:18]([N+:21]([O-:23])=[O:22])=[CH:17][CH:16]=2)=[O:12])[CH2:7]1)=[N+:25]=[N-:26] |f:1.2|. Procedure: To a solution of (3S)-3-methanesulfonyloxy-1-(p-nitrobenzyloxycarbonyl)pyrrolidine (5.33 g, 15.0 mmol) (obtained as described in Reference Example 53(3)) in dimethylformamide (159 ml) was added sodium azide (1.07 g, 16.5 mmol), and the mixture was stirred in an oil bath (100° C.) for 3.5 hours. After checking the completion of the reaction, the reaction mixture was partitioned between ethyl acetate and saturated aqueous sodium hydrogencarbonate solution. The organic layer was washed successively... Reactants: C(C(C)(C)C)[Mg]Cl (neopentylmagnesium chloride), C(C)OCC (diethyl ether), C(C)(=O)C1=CC=C(C#N)C=C1 (4-acetylbenzonitrile). Run in C(C)OCC.C1CCOC1 (diethyl ether THF). Conditions: temperature 0 celsius, time 8 hour. The product is OC(CC(C)(C)C)(C)C1=CC=C(C#N)C=C1 (4-(1-Hydroxy-1,3,3-trimethyl-butyl)-benzonitrile). The yield is 24.0%. RXN SMILES: [C:1]([C:4]1[CH:11]=[CH:10][C:7]([C:8]#[N:9])=[CH:6][CH:5]=1)(=[O:3])[CH3:2].[CH2:12]([Mg]Cl)[C:13]([CH3:16])([CH3:15])[CH3:14].C(OCC)C>C(OCC)C.C1COCC1>[OH:3][C:1]([C:4]1[CH:11]=[CH:10][C:7]([C:8]#[N:9])=[CH:6][CH:5]=1)([CH3:2])[CH2:12][C:13]([CH3:16])([CH3:15])[CH3:14] |f:3.4|. Procedure: Dissolve 4-acetylbenzonitrile (1 g, 6.88 mmol) in diethyl ether/THF (1:1, 60 mL) and cool the solution to 0° C. Add 1M neopentylmagnesium chloride in diethyl ether (8.3 mL, 8.3 mmol) under nitrogen and stir the mixture at room temperature overnight. Add saturated aqueous NH4Cl and extract the mixture twice with EtOAc. Dry the combined organic extracts over MgSO4, filter and concentrate in vacuo. Purify the crude mixture by chromatography on silica gel eluting with hexane and hexane/EtOAc (19:1, ... The reactants are O=C(O)c1ccc(N2CC(F)(F)C2)c(OCC2CC2)n1, CSCCC(N)C(N)=O. The product is CSCCC(NC(=O)c1ccc(N2CC(F)(F)C2)c(OCC2CC2)n1)C(N)=O. RXN SMILES: [CH:1]1([CH2:4][O:5][c:6]2[c:7]([N:15]3[CH2:16][C:17]([F:19])([F:20])[CH2:18]3)[cH:8][cH:9][c:10]([C:12](=[O:13])[OH:14])[n:11]2)[CH2:2][CH2:3]1.[NH2:21][CH:22]([C:23](=[O:24])[NH2:25])[CH2:26][CH2:27][S:28][CH3:29]>>[CH:1]1([CH2:4][O:5][c:6]2[c:7]([N:15]3[CH2:16][C:17]([F:19])([F:20])[CH2:18]3)[cH:8][cH:9][c:10]([C:12](=[O:14])[NH:21][CH:22]([C:23](=[O:24])[NH2:25])[CH2:26][CH2:27][S:28][CH3:29])[n:11]2)[CH2:2][CH2:3]1. The reactants are C1[C@@H]2N(C1=O)[C@H](/C(=C/CO)/O2)C(=O)O (clavulanic acid), S(O)(O)(=O)=O (sulfuric acid), solvent, C(C)(=O)OCC (ethyl acetate), aqueous solution, C(C)C(C(=O)[O-])CCCC.[K+] (potassium 2-ethylhexanoate). The solvent is C(C(C)C)C(=O)C (methyl isobutyl ketone), C(C(C)C)C(=O)C (methyl isobutyl ketone). Run at temperature 5 celsius, time 30 minute. Product: C1[C@@H]2N(C1=O)[C@H](/C(=C/CO)/O2)C(=O)[O-].[K+] (potassium clavulanate). Yield: 73.0%. As a reaction SMILES: C(OCC)(=O)C.[CH2:7]1[C:10](=[O:11])[N:9]2[C@@H:12]([C:18]([OH:20])=[O:19])/[C:13](/[O:17][C@H:8]12)=[CH:14]/[CH2:15][OH:16].S(=O)(=O)(O)O.C(C(CCCC)C([O-])=O)C.[K+:36]>C(C(C)=O)C(C)C>[CH2:7]1[C:10](=[O:11])[N:9]2[C@@H:12]([C:18]([O-:20])=[O:19])/[C:13](/[O:17][C@H:8]12)=[CH:14]/[CH2:15][OH:16].[K+:36] |f:3.4,6.7|. Procedure: 100 ml of the solvent mixture of ethyl acetate and methyl isobutyl ketone (4:1) already cooled to 5° C. was added to 100 ml of aqueous solution containing clavulanic acid (12 mg/ml). While agitating the mixture, 50% sulfuric acid was slowly added in order to control pH at 1.5. After extracting the said mixture, the extracts are separated. The remaining aqueous solution was further extracted with 100 ml of the solvent mixture three times. Anhydrous magnesium sulfate (10 g) and activated carbon(10... Reactants: FC=1C=CC(=C(C1)C(=O)N1CC2CNCC2C1)N1N=CC=N1 ((5-fluoro-2-(2H-1,2,3-triazol-2-yl)phenyl)(hexahydropyrrolo[3,4-c]pyrrol-2(1H)-yl)methanone), ClC1=NC(=CC(=N1)C)C (2-chloro-4,6-dimethyl-pyrimidine), C(C)(C)(C)OC(=O)N1CC2CNCC2C1 (hexahydro-pyrrolo[3,4-c]pyrrole-2-carboxylic acid tert-butyl ester), ClC1=NC(=NC(=C1)C)C (4-chloro-2,6-dimethylpyrimidine). Reaction SMILES: [F:1][C:2]1[CH:3]=[CH:4][C:5]([N:18]2[N:22]=[CH:21][CH:20]=[N:19]2)=[C:6]([C:8]([N:10]2[CH2:17][CH:16]3[CH:12]([CH2:13][NH:14][CH2:15]3)[CH2:11]2)=[O:9])[CH:7]=1.C(OC(N1CC2C(CNC2)C1)=O)(C)(C)C.Cl[C:39]1[CH:44]=[C:43]([CH3:45])[N:42]=[C:41]([CH3:46])[N:40]=1.ClC1N=C(C)C=C(C)N=1>CC(O)=O>[CH3:46][C:41]1[N:40]=[C:39]([N:14]2[CH2:13][CH:12]3[CH:16]([CH2:17][N:10]([C:8]([C:6]4[CH:7]=[C:2]([F:1])[CH:3]=[CH:4][C:5]=4[N:18]4[N:22]=[CH:21][CH:20]=[N:19]4)=[O:9])[CH2:11]3)[CH2:15]2)[CH:44]=[C:43]([CH3:45])[N:42]=1. Solvent: CC(=O)O (HOAc). Procedure: The title compound was prepared in a manner analogous to Intermediate 23, substituting (5-fluoro-2-(2H-1,2,3-triazol-2-yl)phenyl)(hexahydropyrrolo[3,4-c]pyrrol-2(1H)-yl)methanone (Intermediate 21) for hexahydro-pyrrolo[3,4-c]pyrrole-2-carboxylic acid tert-butyl ester and 4-chloro-2,6-dimethylpyrimidine for 2-chloro-4,6-dimethyl-pyrimidine in Step A. MS (ESI) mass calcd for C21H22FN7O, 407.19; m/z found, 408.2 [M+H]+. The product is CC1=NC(=CC(=N1)N1CC2CN(CC2C1)C(=O)C1=C(C=CC(=C1)F)N1N=CC=N1)C (2-(2,6-Dimethylpyrimidin-4-yl)-5-{[5-fluoro-2-(2H-1,2,3-triazol-2-yl)phenyl]carbonyl}octahydropyrrolo[3,4-c]pyrrole). Starting materials: C(C)(C)(C)OC(=O)N1CCC(CC1)COC1=CC(=C2C(=NC=NC2=C1)NC1=C2C(=CC=C1Cl)OCO2)OC2CCOCC2 (7-[N-(tert-butoxycarbonyl)piperidin-4-ylmethoxy]-4-(6-chloro-2,3-methylenedioxyanilino)-5-tetrahydropyran-4-yloxyquinazoline), C=O (formaldehyde). Solvent: C(=O)O (formic acid). Conditions: temperature 100 celsius. Product: ClC1=CC=C2C(=C1NC1=NC=NC3=CC(=CC(=C13)OC1CCOCC1)OCC1CCN(CC1)C)OCO2 (4-(6-chloro-2,3-methylenedioxyanilino)-7-(N-methylpiperidin-4-ylmethoxy)-5-tetrahydropyran-4-yloxyquinazoline). Yield: 46.5%. As a reaction SMILES: C(O[C:6]([N:8]1[CH2:13][CH2:12][CH:11]([CH2:14][O:15][C:16]2[CH:25]=[C:24]3[C:19]([C:20]([NH:26][C:27]4[C:32]([Cl:33])=[CH:31][CH:30]=[C:29]5[O:34][CH2:35][O:36][C:28]=45)=[N:21][CH:22]=[N:23]3)=[C:18]([O:37][CH:38]3[CH2:43][CH2:42][O:41][CH2:40][CH2:39]3)[CH:17]=2)[CH2:10][CH2:9]1)=O)(C)(C)C.C=O>C(O)=O>[Cl:33][C:32]1[C:27]([NH:26][C:20]2[C:19]3[C:24](=[CH:25][C:16]([O:15][CH2:14][CH:11]4[CH2:10][CH2:9][N:8]([CH3:6])[CH2:13][CH2:12]4)=[CH:17][C:18]=3[O:37][CH:38]3[CH2:39][CH2:40][O:41][CH2:42][CH2:43]3)[N:23]=[CH:22][N:21]=2)=[C:28]2[O:36][CH2:35][O:34][C:29]2=[CH:30][CH:31]=1. Procedure: A mixture of 7-[N-(tert-butoxycarbonyl)piperidin-4-ylmethoxy]-4-(6-chloro-2,3-methylenedioxyanilino)-5-tetrahydropyran-4-yloxyquinazoline (0.25 g), a concentrated aqueous formaldehyde solution (37%, 0.5 ml) and formic acid (5 ml) was stirred and heated to 100° C. for 2 hours. The mixture was cooled to ambient temperature and evaporated. The residue was purified by column chromatography on silica using a 24:1 mixture of methylene chloride and a saturated methanolic ammonia solution as eluent. The...